This data is from the Open Reaction Database (ORD), a public repository of structured organic reaction records. The task is: describe an organic reaction: reactants, conditions, products, and yield Reactants: O=C1Cc2ccccc2C1, COCCOC, CCOC(=O)CP(=O)(OCC)OCC, [H-], [Na+]. Yields the product CCOC(=O)C=C1Cc2ccccc2C1. As a reaction SMILES: [CH2:17]1[C:18](=[O:26])[CH2:19][c:20]2[cH:21][cH:22][cH:23][cH:24][c:25]21.[CH3:27][O:28][CH2:29][CH2:30][O:31][CH3:32].[CH3:3][CH2:4][O:5][C:6](=[O:7])[CH2:8][P:9]([O:10][CH2:11][CH3:12])([O:13][CH2:14][CH3:15])=[O:16].[H-:2].[Na+:1]>>[CH3:3][CH2:4][O:5][C:6](=[O:7])[CH:8]=[C:18]1[CH2:17][c:25]2[c:20]([cH:21][cH:22][cH:23][cH:24]2)[CH2:19]1.